Dataset: the Open Reaction Database (ORD), a public repository of structured organic reaction records. Task: describe an organic reaction: reactants, conditions, products, and yield Yields the product O=c1c(C(O)c2ccccc2)cn2c3ccccc3c3cccc1c32. As a reaction SMILES: [C:1]([c:2]1[cH:3][cH:4][cH:5][cH:6][cH:7]1)(=[O:8])[c:9]1[c:10](=[O:25])[c:11]2[cH:12][cH:13][cH:14][c:15]3[c:16]4[cH:17][cH:18][cH:19][cH:20][c:21]4[n:22]([c:23]23)[cH:24]1.[Cl-:26].[NH4+:27].[O:28]1[CH2:29][CH2:30][CH2:31][CH2:32]1>>[CH:1]([c:2]1[cH:3][cH:4][cH:5][cH:6][cH:7]1)([OH:8])[c:9]1[c:10](=[O:25])[c:11]2[cH:12][cH:13][cH:14][c:15]3[c:16]4[cH:17][cH:18][cH:19][cH:20][c:21]4[n:22]([c:23]23)[cH:24]1. The reactants are O=C(c1ccccc1)c1cn2c3ccccc3c3cccc(c1=O)c32, [Cl-], [NH4+], C1CCOC1.